Dataset: the Open Reaction Database (ORD), a public repository of structured organic reaction records. Task: describe an organic reaction: reactants, conditions, products, and yield Starting materials: C1CCOC1, Cl, C1CN(C2CCC3(CC2)OCCO3)CCO1. The product is O=C1CCC(N2CCOCC2)CC1. Reaction SMILES: [CH2:18]1[O:19][CH2:20][CH2:21][CH2:22]1.[ClH:17].[O:1]1[CH2:3][CH2:2][O:4][C:5]12[CH2:6][CH2:7][CH:8]([N:11]1[CH2:12][CH2:13][O:14][CH2:15][CH2:16]1)[CH2:9][CH2:10]2>>[O:4]=[C:5]1[CH2:6][CH2:7][CH:8]([N:11]2[CH2:12][CH2:13][O:14][CH2:15][CH2:16]2)[CH2:9][CH2:10]1.